This data is from the Open Reaction Database (ORD), a public repository of structured organic reaction records. The task is: describe an organic reaction: reactants, conditions, products, and yield Reported procedure: Step 6) Liquid hydroxycitric acid is reacted with creatine and then spray dried; Product: OC(C(=O)O)C(O)(C(=O)O)CC(=O)O.O=C(O)CN(C)C(N)=N.O=C(O)CN(C)C(N)=N.O=C(O)CN(C)C(N)=N (Tricreatine Hydroxycitrate). Starting materials: OC(C(=O)O)C(O)(C(=O)O)CC(=O)O (hydroxycitric acid), O=C(O)CN(C)C(N)=N (creatine). As a reaction SMILES: [OH:1][CH:2]([C:6]([CH2:11][C:12]([OH:14])=[O:13])([C:8]([OH:10])=[O:9])[OH:7])[C:3]([OH:5])=[O:4].[O:15]=[C:16]([CH2:18][N:19]([C:21](=[NH:23])[NH2:22])[CH3:20])[OH:17]>>[OH:1][CH:2]([C:6]([CH2:11][C:12]([OH:14])=[O:13])([C:8]([OH:10])=[O:9])[OH:7])[C:3]([OH:5])=[O:4].[O:15]=[C:16]([CH2:18][N:19]([C:21](=[NH:22])[NH2:23])[CH3:20])[OH:17].[O:4]=[C:3]([CH2:2][N:19]([C:21](=[NH:22])[NH2:23])[CH3:18])[OH:5].[O:4]=[C:3]([CH2:2][N:19]([C:21](=[NH:22])[NH2:23])[CH3:18])[OH:5] |f:2.3.4.5|. Starting materials: CO (methanol), C(C)OC=1C=C(C=CC1OCC)C=1SC=C(N1)C1=CC(=C(C(=C1)CC=C)O)C(=O)OC (2-(3,4-diethoxyphenyl)-4-(3-methoxycarbonyl-4-hydroxy-5-allylphenyl)thiazole), O=O (oxygen). Reagents/catalysts: C(C)(=O)[O-].[Cu+2].C(C)(=O)[O-] (copper acetate), C(C)(=O)[O-].[Pd+2].C(C)(=O)[O-] (palladium acetate), C(C)(=O)[O-].[Pd+2].C(C)(=O)[O-] (palladium acetate), C(C)(=O)[O-].[Pd+2].C(C)(=O)[O-] (palladium acetate). Run in O (water). Reaction conditions: time 10 hour. Yields the product C(C)OC=1C=C(C=CC1OCC)C=1SC=C(N1)C=1C=C(C2=C(C=C(O2)C)C1)C(=O)OC (2-(3,4-diethoxyphenyl)-4-(2-methyl-7-methoxycarbonyl-5-benzofuryl)thiazole). Isolated yield 23.1%. RXN SMILES: CO.[CH2:3]([O:5][C:6]1[CH:7]=[C:8]([C:15]2[S:16][CH:17]=[C:18]([C:20]3[CH:25]=[C:24]([CH2:26][CH:27]=[CH2:28])[C:23]([OH:29])=[C:22]([C:30]([O:32][CH3:33])=[O:31])[CH:21]=3)[N:19]=2)[CH:9]=[CH:10][C:11]=1[O:12][CH2:13][CH3:14])[CH3:4].O=O>C([O-])(=O)C.[Pd+2].C([O-])(=O)C.C([O-])(=O)C.[Cu+2].C([O-])(=O)C.O>[CH2:3]([O:5][C:6]1[CH:7]=[C:8]([C:15]2[S:16][CH:17]=[C:18]([C:20]3[CH:21]=[C:22]([C:30]([O:32][CH3:33])=[O:31])[C:23]4[O:29][C:27]([CH3:28])=[CH:26][C:24]=4[CH:25]=3)[N:19]=2)[CH:9]=[CH:10][C:11]=1[O:12][CH2:13][CH3:14])[CH3:4] |f:3.4.5,6.7.8|. Procedure: In a mixed solvent consisting of 50 ml of methanol and 5 ml of water were suspended 1 g of 2-(3,4-diethoxyphenyl)-4-(3-methoxycarbonyl-4-hydroxy-5-allylphenyl)thiazole, 50 mg of palladium acetate [Pd(OAc)2 ] and 230 mg of copper acetate [Cu(OAc)2.H2O]. The suspension was stirred in an oxygen atmosphere at 50° C. for 6 hours. 50 mg of palladium acetate was further added. After 10 hours, 50 mg of palladium acetate was furthermore added. After 14 hours, when no solid starting materials in the react... Reactants: NC=1C=C(C=CC1O)C(C(=O)OCC)C (Ethyl 2-(3-amino-4-hydroxyphenyl)propanoate), ClCC(=O)Cl (chloroacetylchloride), O (water). Run in CC(CC(C)=O)C (4-methyl-2-pentanone). Run at temperature 80 celsius, time 20 hour. Product: ClCC(=O)NC=1C=C(C=CC1O)C(C(=O)OCC)C (ethyl 2-(3-(2-chloroacetamido)-4-hydroxyphenyl)propanoate). RXN SMILES: [NH2:1][C:2]1[CH:3]=[C:4]([CH:9]([CH3:15])[C:10]([O:12][CH2:13][CH3:14])=[O:11])[CH:5]=[CH:6][C:7]=1[OH:8].[Cl:16][CH2:17][C:18](Cl)=[O:19].O>CC(C)CC(=O)C>[Cl:16][CH2:17][C:18]([NH:1][C:2]1[CH:3]=[C:4]([CH:9]([CH3:15])[C:10]([O:12][CH2:13][CH3:14])=[O:11])[CH:5]=[CH:6][C:7]=1[OH:8])=[O:19]. Reported procedure: Ethyl 2-(3-amino-4-hydroxyphenyl)propanoate (104 mg, 0.497 mmol) in 4-methyl-2-pentanone (4 mL) was added chloroacetylchloride (56 mg, 0.496 mmol) at room temperature and stirred for 20 hours at 80° C. The reaction mixture was cooled to room temperature and added water (30 mL). The mixture was extracted with EtOAc. The organic layer was dried with MgSO4 and filtered. EtOAc was removed by evaporation. The residue was purified by column chromatography eluting with n-Hexane/EtOAc=2/1. Reactants: Cc1csc(CO)n1, Cc1ccccc1, C1CCC2=NCCCN2CC1, [N-]=[N+]=NP(=O)(c1ccccc1)c1ccccc1. The product is Cc1csc(CN=[N+]=[N-])n1. As a reaction SMILES: [CH3:29][c:30]1[n:31][c:32]([CH2:35][OH:36])[s:33][cH:34]1.[CH3:37][c:38]1[cH:39][cH:40][cH:41][cH:42][cH:43]1.[N:18]12[CH2:19][CH2:20][CH2:21][N:22]=[C:23]1[CH2:24][CH2:25][CH2:26][CH2:27][CH2:28]2.[c:1]1([P:2]([c:3]2[cH:4][cH:5][cH:6][cH:7][cH:8]2)(=[O:9])[N:15]=[N+:16]=[N-:17])[cH:10][cH:11][cH:12][cH:13][cH:14]1>>[N:15](=[N+:16]=[N-:17])[CH2:35][c:32]1[n:31][c:30]([CH3:29])[cH:34][s:33]1. Starting materials: COc1ccc2c(c1)C1=C(SCC3(CCNCC3)O1)C(=O)C2=O, Clc1ccc(OCC2CO2)cc1. Yields the product COc1ccc2c(c1)C1=C(SCC3(CCN(CC(O)COc4ccc(Cl)cc4)CC3)O1)C(=O)C2=O. As a reaction SMILES: [CH3:1][O:2][c:3]1[cH:4][cH:5][c:6]2[c:20]([cH:21]1)[C:10]1=[C:9]([C:8](=[O:22])[C:7]2=[O:23])[S:14][CH2:13][C:12]2([O:11]1)[CH2:15][CH2:16][NH:17][CH2:18][CH2:19]2.[Cl:24][c:25]1[cH:26][cH:27][c:28]([O:29][CH2:30][CH:31]2[O:32][CH2:33]2)[cH:34][cH:35]1>>[CH3:1][O:2][c:3]1[cH:4][cH:5][c:6]2[c:20]([cH:21]1)[C:10]1=[C:9]([C:8](=[O:22])[C:7]2=[O:23])[S:14][CH2:13][C:12]2([O:11]1)[CH2:15][CH2:16][N:17]([CH2:33][CH:31]([CH2:30][O:29][c:28]1[cH:27][cH:26][c:25]([Cl:24])[cH:35][cH:34]1)[OH:32])[CH2:18][CH2:19]2. Starting materials: CCN(C(C)C)C(C)C, CN(C)C=O, Cc1nc(Cl)c(C#N)nc1-c1ccccc1, Fc1ccc(N2CCNCC2)cc1. The product is Cc1nc(N2CCN(c3ccc(F)cc3)CC2)c(C#N)nc1-c1ccccc1. RXN SMILES: [CH2:30]([N:31]([CH:32]([CH3:33])[CH3:34])[CH:35]([CH3:36])[CH3:37])[CH3:38].[CH3:39][N:40]([CH3:41])[CH:42]=[O:43].[Cl:1][c:2]1[c:3]([C:15]#[N:16])[n:4][c:5](-[c:9]2[cH:10][cH:11][cH:12][cH:13][cH:14]2)[c:6]([CH3:8])[n:7]1.[F:17][c:18]1[cH:19][cH:20][c:21]([N:24]2[CH2:25][CH2:26][NH:27][CH2:28][CH2:29]2)[cH:22][cH:23]1>>[c:2]1([N:27]2[CH2:26][CH2:25][N:24]([c:21]3[cH:20][cH:19][c:18]([F:17])[cH:23][cH:22]3)[CH2:29][CH2:28]2)[c:3]([C:15]#[N:16])[n:4][c:5](-[c:9]2[cH:10][cH:11][cH:12][cH:13][cH:14]2)[c:6]([CH3:8])[n:7]1.